From a dataset of the Open Reaction Database (ORD), a public repository of structured organic reaction records. describe an organic reaction: reactants, conditions, products, and yield Starting materials: C, ClCCl, [H][H], COc1ccc([N+](=O)[O-])c(C(=O)Nc2ccc(Cl)cn2)c1, [Pt]. The product is COc1ccc(N)c(C(=O)Nc2ccc(Cl)cn2)c1. Reaction SMILES: [C:24].[Cl:26][CH2:27][Cl:28].[H:22][H:23].[N+:1]([O-:2])(=[O:3])[c:4]1[c:5]([C:6](=[O:7])[NH:8][c:9]2[n:10][cH:11][c:12]([Cl:15])[cH:13][cH:14]2)[cH:16][c:17]([O:20][CH3:21])[cH:18][cH:19]1.[Pt:25]>>[NH2:1][c:4]1[c:5]([C:6](=[O:7])[NH:8][c:9]2[n:10][cH:11][c:12]([Cl:15])[cH:13][cH:14]2)[cH:16][c:17]([O:20][CH3:21])[cH:18][cH:19]1. The reactants are Cl.FC=1C=C(CC2CCNCC2)C=CC1 (4-(3-fluorobenzyl)piperidine hydrochloride), S(=O)(=O)(OCCOC1=CC=CC=C1)C1=CC=C(C)C=C1 (2-phenoxyethyl tosylate), C([O-])([O-])=O.[K+].[K+] (potassium carbonate). The solvent is C(C)O (ethanol). Product: Cl.O(C1=CC=CC=C1)CCN1CCC(CC1)CC1=CC(=CC=C1)F (1-(2-Phenoxyethyl)-4-(3-Fluorobenzyl)piperidine hydrochloride). Isolated yield 50.0%. Reaction SMILES: [ClH:1].[F:2][C:3]1[CH:4]=[C:5]([CH:13]=[CH:14][CH:15]=1)[CH2:6][CH:7]1[CH2:12][CH2:11][NH:10][CH2:9][CH2:8]1.S(C1C=CC(C)=CC=1)(O[CH2:20][CH2:21][O:22][C:23]1[CH:28]=[CH:27][CH:26]=[CH:25][CH:24]=1)(=O)=O.C(=O)([O-])[O-].[K+].[K+]>C(O)C>[ClH:1].[O:22]([CH2:21][CH2:20][N:10]1[CH2:11][CH2:12][CH:7]([CH2:6][C:5]2[CH:13]=[CH:14][CH:15]=[C:3]([F:2])[CH:4]=2)[CH2:8][CH2:9]1)[C:23]1[CH:28]=[CH:27][CH:26]=[CH:25][CH:24]=1 |f:0.1,3.4.5,7.8|. Procedure details: From a mixture of 4-(3-fluorobenzyl)piperidine hydrochloride (229.5 mg, 1.0 mmol), 2-phenoxyethyl tosylate (350.4 mg, 1.2 mmol), potassium carbonate (414 mg, 3.0 mmol) in 15 mL of ethanol was 175 mg (50%) of the title compound, mp 175-177° C. 1H NMR (DMSO-d3) 1.696 (m, 1 H), 1.582 (m, 2 H), 2.096 (m, 2 H), 2.617 (m, 2 H), 2.781 (m, 2 H), 3.395 (m, 2 H), 3.687 (m, 2 H), 4.547 (s, 2 H), 6.756-6.999 (m, 6 H), 7.288 (m, 3 H), 12.556 (s, 1 H). Anal. Calcd for C20H25ClFNO: C, 68.66; H, 7.20; N, 4.00. ...